Dataset: the Open Reaction Database (ORD), a public repository of structured organic reaction records. Task: describe an organic reaction: reactants, conditions, products, and yield Procedure details: Trifluoroacetic acid (1.31 ml, 17 mmols) and 2.7 ml (33.3 mmols) of pyridine were added to a mixture of 5.51 g (33.3 mmols) of 2-(2-nitrophenyl)ethanol, 50 ml of dimethyl sulfoxide, 50 ml of benzene and 21 g (0.1 mol) of DCC. After stirring the mixture at room temperature for 4 hours, 300 ml of aqueous solution of 8.82 g (70 mmols) of oxalic acid dihydrate was added thereto. The resulting mixture was stirred at room temperature for 30 minutes and diluted with 500 ml of ethyl acetate. The organic... Reaction SMILES: FC(F)(F)C(O)=O.N1C=CC=CC=1.[N+:14]([C:17]1[CH:22]=[CH:21][CH:20]=[CH:19][C:18]=1[CH2:23][CH2:24][OH:25])([O-:16])=[O:15].C1CCC(N=C=NC2CCCCC2)CC1.O.O.C(O)(=O)C(O)=O>C(OCC)(=O)C.C1C=CC=CC=1.C(OCC)(=O)C.C1C=CC=CC=1.CS(C)=O>[N+:14]([C:17]1[CH:22]=[CH:21][CH:20]=[CH:19][C:18]=1[CH2:23][CH:24]=[O:25])([O-:16])=[O:15] |f:4.5.6,8.9|. The solvent is C1=CC=CC=C1.C(C)(=O)OCC (benzene ethyl acetate), C1=CC=CC=C1 (benzene), CS(=O)C (dimethyl sulfoxide), C(C)(=O)OCC (ethyl acetate). Run at time 4 hour. The reactants are FC(C(=O)O)(F)F (Trifluoroacetic acid), N1=CC=CC=C1 (pyridine), [N+](=O)([O-])C1=C(C=CC=C1)CCO (2-(2-nitrophenyl)ethanol), C1CCC(CC1)N=C=NC2CCCCC2 (DCC), aqueous solution, O.O.C(C(=O)O)(=O)O (oxalic acid dihydrate). Isolated yield 81.0%. The product is [N+](=O)([O-])C1=C(C=CC=C1)CC=O (2-nitrophenylacetoaldehyde). The reactants are ClC=1C=[N+](C=C(C1C[C@H](OC(=O)OC1=CC=C(C=C1)[N+](=O)[O-])C1=CC(=C(C=C1)OC(F)F)OCC1CC1)Cl)[O-] ((S)-3,5-dichloro-4-(2-(3-(cyclopropylmethoxy)-4-(difluoromethoxy)phenyl)-2-((4-nitrophenoxy)carbonyloxy)ethyl)pyridine 1-oxide), C1(CC1)COC1=C(C=CC(=C1)CO)N(C(OC(C)(C)C)=O)S(=O)(=O)C (tert-butyl 2-(cyclopropylmethoxy)-4-(hydroxymethyl)phenyl(methylsulfonyl)carbamate), Cl (HCl), O1CCOCC1 (dioxane). Reagents/catalysts: CN(C)C=1C=CN=CC1 (DMAP). Solvent: C(Cl)Cl (DCM). Reaction conditions: time 3 hour. The product is ClC=1C=[N+](C=C(C1C[C@H](OC(=O)OCC1=CC(=C(C=C1)NS(=O)(=O)C)OCC1CC1)C1=CC(=C(C=C1)OC(F)F)OCC1CC1)Cl)[O-] ((S)-3,5-dichloro-4-(2-(3-(cyclopropylmethoxy)-4-(difluoromethoxy)phenyl)-2-((3-(cyclopropylmethoxy)-4-(methylsulfonamido)-benzyloxy)carbonyloxy)ethyl)pyridine 1-oxide). Yield: 39.7%. As a reaction SMILES: [Cl:1][C:2]1[CH:3]=[N+:4]([O-:39])[CH:5]=[C:6]([Cl:38])[C:7]=1[CH2:8][C@@H:9]([C:23]1[CH:28]=[CH:27][C:26]([O:29][CH:30]([F:32])[F:31])=[C:25]([O:33][CH2:34][CH:35]2[CH2:37][CH2:36]2)[CH:24]=1)[O:10][C:11]([O:13]C1C=CC([N+]([O-])=O)=CC=1)=[O:12].[CH:40]1([CH2:43][O:44][C:45]2[CH:50]=[C:49]([CH2:51]O)[CH:48]=[CH:47][C:46]=2[N:53]([S:61]([CH3:64])(=[O:63])=[O:62])C(=O)OC(C)(C)C)[CH2:42][CH2:41]1.Cl.O1CCOCC1>C(Cl)Cl.CN(C1C=CN=CC=1)C>[Cl:1][C:2]1[CH:3]=[N+:4]([O-:39])[CH:5]=[C:6]([Cl:38])[C:7]=1[CH2:8][C@@H:9]([C:23]1[CH:28]=[CH:27][C:26]([O:29][CH:30]([F:32])[F:31])=[C:25]([O:33][CH2:34][CH:35]2[CH2:37][CH2:36]2)[CH:24]=1)[O:10][C:11]([O:13][CH2:51][C:49]1[CH:48]=[CH:47][C:46]([NH:53][S:61]([CH3:64])(=[O:63])=[O:62])=[C:45]([O:44][CH2:43][CH:40]2[CH2:42][CH2:41]2)[CH:50]=1)=[O:12]. Reported procedure: To a stirred solution of (S)-3,5-dichloro-4-(2-(3-(cyclopropylmethoxy)-4-(difluoromethoxy)phenyl)-2-((4-nitrophenoxy)carbonyloxy)ethyl)pyridine 1-oxide (prepared in an analogous manner as described in Scheme 3, Step 1) (0.150 g, 0.256 mmol) in DCM (10 ml), DMAP (0.0156 g, 0.128 mmol) was added followed by tert-butyl 2-(cyclopropylmethoxy)-4-(hydroxymethyl)phenyl(methylsulfonyl)carbamate (0.124 g, 0.333 mmol), and the resulting mixture was stirred at RT for 3 hours. HCl 4M in dioxane (3 ml, 12 mm... Starting materials: Cl (hydrochloric acid), C(=C)(C)N1C(N(C2=C1C=CC=C2)CCN2CCC(CC2)CC2=CNC1=CC=C(C=C21)F)=O (3-isopropenyl-1-{2-[4-((5-fluoro-3-indolyl)methyl)piperidino]ethyl}-2H-benzimidazol-2-one), ClCCl (dichloromethane). Solvent: C(C)O (ethanol). Reaction conditions: temperature 20 celsius, time 1 hour. Yields the product FC=1C=C2C(=CNC2=CC1)CC1CCN(CC1)CCN1C(NC2=C1C=CC=C2)=O (1-{2-[4-((5-Fluoro-3-indolyl)methyl)piperidino]ethyl}-2H-benzimidazolin-2-one). Yield: 11.0%. As a reaction SMILES: Cl.C([N:5]1[C:9]2[CH:10]=[CH:11][CH:12]=[CH:13][C:8]=2[N:7]([CH2:14][CH2:15][N:16]2[CH2:21][CH2:20][CH:19]([CH2:22][C:23]3[C:31]4[C:26](=[CH:27][CH:28]=[C:29]([F:32])[CH:30]=4)[NH:25][CH:24]=3)[CH2:18][CH2:17]2)[C:6]1=[O:33])(C)=C.ClCCl>C(O)C>[F:32][C:29]1[CH:30]=[C:31]2[C:26](=[CH:27][CH:28]=1)[NH:25][CH:24]=[C:23]2[CH2:22][CH:19]1[CH2:18][CH2:17][N:16]([CH2:15][CH2:14][N:7]2[C:8]3[CH:13]=[CH:12][CH:11]=[CH:10][C:9]=3[NH:5][C:6]2=[O:33])[CH2:21][CH2:20]1. Reported procedure: 6N hydrochloric acid (9.3 cc) is introduced at a temperature in the region of 20° C. into a solution of 3-isopropenyl-1-{2-[4-((5-fluoro-3-indolyl)methyl)piperidino]ethyl}-2H-benzimidazol-2-one (4 g) in ethanol (50 cc). The solution is heated to boiling for 1 hour and then cooled to a temperature in the vicinity of 20° C. The reaction medium is taken up with dichloromethane (100 cc) and distilled water (30 cc) and alkalinized to pH 9 with 5N sodium hydroxide. The organic phase is extracted with ... Starting materials: COC1=C(OCCCl)C=CC=C1 (2-(o-methoxyphenoxy) ethyl chloride), C1(O)=CC=C(O)C=C1 (hydroquinone), C(C(=C)C)(=O)[O-].[K+] (potassium methacrylate), [I-].[K+] (potassium iodide). RXN SMILES: [CH3:1][O:2][C:3]1[CH:12]=[CH:11][CH:10]=[CH:9][C:4]=1[O:5][CH2:6][CH2:7]Cl.[C:13]([O-:18])(=[O:17])[C:14]([CH3:16])=[CH2:15].[K+].[I-].[K+].C1(C=CC(O)=CC=1)O>CN(C)C=O>[C:13]([O:18][CH2:7][CH2:6][O:5][C:4]1[CH:9]=[CH:10][CH:11]=[CH:12][C:3]=1[O:2][CH3:1])(=[O:17])[C:14]([CH3:16])=[CH2:15] |f:1.2,3.4|. Procedure details: Then 25.1 g of 2-(o-methoxyphenoxy) ethyl chloride, 33.40 g of potassium methacrylate, 11.17 g of potassium iodide, 50 ml of N,N-dimethylformamide, and a small amount of hydroquinone were placed in a 200 ml-flask equipped with a stirring device and a cooling pipe. The mixture was heated at 100° C. and stirred. The reacted mixture was refined by column chromatography using silica gel, and 24.8 g of 2-(o-methoxyphenoxy)ethyl methacrylate was produced. Run at temperature 100 celsius. Product: C(C(=C)C)(=O)OCCOC1=C(C=CC=C1)OC (2-(o-methoxyphenoxy)ethyl methacrylate). Yield: 78.1%. Run in CN(C=O)C (N,N-dimethylformamide). Starting materials: COC1=C(C=CC=C1)S(=O)(=O)OC=1C=C(OCCO)C=C(C1)C (2-[3-(2-methoxyphenylsulfonyloxy)-5-methylphenoxy]-ethanol), C(C)(C)N(C(C)C)CC (N,N-diisopropylethylamine), CS(=O)C (dimethyl sulfoxide). Run in ClCCl (dichloromethane). Conditions: temperature 0 celsius, time 5 hour. Product: COC1=C(C=CC=C1)S(=O)(=O)OC=1C=C(OCC=O)C=C(C1)C (3-(2-Methoxyphenylsulfonyloxy)-5-methylphenoxyacetaldehyde). Yield: 61.0%. Reaction SMILES: [CH3:1][O:2][C:3]1[CH:8]=[CH:7][CH:6]=[CH:5][C:4]=1[S:9]([O:12][C:13]1[CH:14]=[C:15]([CH:20]=[C:21]([CH3:23])[CH:22]=1)[O:16][CH2:17][CH2:18][OH:19])(=[O:11])=[O:10].C(N(CC)C(C)C)(C)C.CS(C)=O>ClCCl>[CH3:1][O:2][C:3]1[CH:8]=[CH:7][CH:6]=[CH:5][C:4]=1[S:9]([O:12][C:13]1[CH:14]=[C:15]([CH:20]=[C:21]([CH3:23])[CH:22]=1)[O:16][CH2:17][CH:18]=[O:19])(=[O:11])=[O:10]. Procedure details: A solution of 2-[3-(2-methoxyphenylsulfonyloxy)-5-methylphenoxy]-ethanol (322 mg, 0.95 mmol, as prepared in the preceding step), N,N-diisopropylethylamine (0.35 mL, 2.0 mmol), anhydrous dimethyl sulfoxide (0.20 mL, 2.9 mmol) and anhydrous dichloromethane (2.5 mL) was cooled to 0° C. under nitrogen. Sulfur trioxide pyridine complex (308 mg, 1.9 mmol) was added in portions over 10 minutes. The solution was stirred at 0° C. for 5 hours, then the reaction was quenched with 5% aqueous citric acid (25... The reactants are [Al+3], CCOC(=O)C1=CC2CCCN2CC1, C1CCOC1, [H-], [H-], [H-], [H-], [Li+], [Na+], [OH-], O. Yields the product OCC1=CC2CCCN2CC1. RXN SMILES: [Al+3:16].[CH2:1]1[CH2:2][CH2:3][N:4]2[CH2:5][CH2:6][C:7]([C:10](=[O:11])[O:12][CH2:13][CH3:14])=[CH:8][CH:9]12.[CH2:24]1[O:25][CH2:26][CH2:27][CH2:28]1.[H-:15].[H-:18].[H-:19].[H-:20].[Li+:17].[Na+:23].[OH-:22].[OH2:21]>>[CH2:1]1[CH2:2][CH2:3][N:4]2[CH2:5][CH2:6][C:7]([CH2:10][OH:11])=[CH:8][CH:9]12. The reactants are C1(CC1)C1(CC(=NO1)C1=CC=NC=C1)N1CCCC1 (4-[5-cyclopropyl-5-(1-pyrrolidinyl)-2-isoxazolin-3-yl]pyridine), C(C)O (ethanol), [OH-].[Na+] (sodium hydroxide), C(C)O (ethanol), Cl(=O)(=O)(=O)O (perchloric acid). The solvent is O (water). Yields the product C1(CC1)C1=CC(=NO1)C1=CC=NC=C1 (4-(5-Cyclopropyl-3-isoxazolyl)pyridine). As a reaction SMILES: [CH:1]1([C:4]2(N3CCCC3)[O:8][N:7]=[C:6]([C:9]3[CH:14]=[CH:13][N:12]=[CH:11][CH:10]=3)[CH2:5]2)[CH2:3][CH2:2]1.C(O)C.Cl(O)(=O)(=O)=O.[OH-].[Na+]>O>[CH:1]1([C:4]2[O:8][N:7]=[C:6]([C:9]3[CH:14]=[CH:13][N:12]=[CH:11][CH:10]=3)[CH:5]=2)[CH2:3][CH2:2]1 |f:3.4|. Reported procedure: To a solution of 2.6 g. of 4-[5-cyclopropyl-5-(1-pyrrolidinyl)-2-isoxazolin-3-yl]pyridine in 25 ml. of ethanol is added 1.4 g. of 70% perchloric acid dissolved in 5 ml. of ethanol. This solution is diluted wth 25 ml. of water and heated on a steam bath for 1.0 hour. The solution is poured onto cracked ice, made basic with 10 N sodium hydroxide and filtered to collect straw-colored crystals, melting point 76°-80°C., nmr spectrum δ6.84 (DMSO-d6, s, 4-isoxazolyl H). Starting materials: C1(\C=C/C(=O)O1)=O (maleic anhydride), C1(=CC=C(C=C1)S(=O)(=O)O)C (p-toluenesulphonic acid), polyol, polyol, N(CCO)CCO (diethanolamine), II (iodine), 54, hydroxyl. The solvent is C1(=CC=CC=C1)C (toluene). The product is [N-]=C=O.[N-]=C=O.C1(=CC=CC=C1)CC1=CC=CC=C1 (diphenylmethane diisocyanate). RXN SMILES: [NH:1]([CH2:5][CH2:6]O)CCO.II.[C:10]1(=[O:16])O[C:13](=O)[CH:12]=[CH:11]1.[C:17]1([CH3:27])[CH:22]=[CH:21][C:20](S(O)(=O)=O)=[CH:19][CH:18]=1>C1(C)C=CC=CC=1>[N-:1]=[C:10]=[O:16].[N-:1]=[C:10]=[O:16].[C:17]1([CH2:27][C:6]2[CH:5]=[CH:13][CH:12]=[CH:11][CH:10]=2)[CH:22]=[CH:21][CH:20]=[CH:19][CH:18]=1 |f:5.6.7|. Reported procedure: The above amounts of diethanolamine and iodine were added to the above amount of soybean oil with stirring. The mixture was stirred for 22 hours at a temperature between about 180° F. and about 228° F. Then, the above amounts of maleic anhydride, toluene and p-toluenesulphonic acid were added with stirring. The mixture was refluxed for 10 hours using a Dean-Stark distilling trap, then distilled out of solvent to give a liquid soybean oil based polyol with a hydroxyl number of 54. A reaction mixt...